Dataset: the Open Reaction Database (ORD), a public repository of structured organic reaction records. Task: describe an organic reaction: reactants, conditions, products, and yield Starting materials: BrC=1C(C(OC1C1=CC=NC=C1)(C)C)=O (4-bromo-2,2-dimethyl-5-(pyridin-4-yl)furan-3(2H)-one), CC=1C(=NC=C(C1)C)COC1=CC=C(C=C1)B1OC(C(O1)(C)C)(C)C (3,5-dimethyl-2-((4-(4,4,5,5-tetramethyl-1,3,2-dioxaborolan-2-yl)phenoxy)methyl)pyridine), C(=O)([O-])[O-].[Cs+].[Cs+] (Cs2CO3). The reagents and catalysts are C1=CC=C(C=C1)P([C-]2C=CC=C2)C3=CC=CC=C3.C1=CC=C(C=C1)P([C-]2C=CC=C2)C3=CC=CC=C3.Cl[Pd]Cl.[Fe+2] (Pd(dppf)Cl2). Solvent: C1(=CC=CC=C1)C (toluene), O (water). The product is CC=1C(=NC=C(C1)C)COC1=CC=C(C=C1)C=1C(C(OC1C1=CC=NC=C1)(C)C)=O (4-(4-((3,5-dimethylpyridin-2-yl)methoxy)phenyl)-2,2-dimethyl-5-(pyridin-4-yl) furan-3(2H)-one). Yield: 23.9%. RXN SMILES: Br[C:2]1[C:3](=[O:15])[C:4]([CH3:14])([CH3:13])[O:5][C:6]=1[C:7]1[CH:12]=[CH:11][N:10]=[CH:9][CH:8]=1.[CH3:16][C:17]1[C:18]([CH2:24][O:25][C:26]2[CH:31]=[CH:30][C:29](B3OC(C)(C)C(C)(C)O3)=[CH:28][CH:27]=2)=[N:19][CH:20]=[C:21]([CH3:23])[CH:22]=1.C([O-])([O-])=O.[Cs+].[Cs+]>C1(C)C=CC=CC=1.O.C1C=CC(P(C2C=CC=CC=2)[C-]2C=CC=C2)=CC=1.C1C=CC(P(C2C=CC=CC=2)[C-]2C=CC=C2)=CC=1.Cl[Pd]Cl.[Fe+2]>[CH3:16][C:17]1[C:18]([CH2:24][O:25][C:26]2[CH:31]=[CH:30][C:29]([C:2]3[C:3](=[O:15])[C:4]([CH3:14])([CH3:13])[O:5][C:6]=3[C:7]3[CH:12]=[CH:11][N:10]=[CH:9][CH:8]=3)=[CH:28][CH:27]=2)=[N:19][CH:20]=[C:21]([CH3:23])[CH:22]=1 |f:2.3.4,7.8.9.10|. Procedure: A mixture of 4-bromo-2,2-dimethyl-5-(pyridin-4-yl)furan-3(2H)-one (0.28 g, 1.04 mmol), 3,5-dimethyl-2-((4-(4,4,5,5-tetramethyl-1,3,2-dioxaborolan-2-yl)phenoxy)methyl)pyridine (0.32 g, 0.94 mmol), and Cs2CO3 (1.3 g, 4.0 mmol) in toluene (10 mL) and water (3 mL) was degassed, Pd(dppf)Cl2 (0.14 g, 0.16 mmol) was added under an inert atmosphere and again degassed. Then the reaction was refluxed for 2 h and was filtered through a pad of Celite®. The filtrate was diluted with EtOAc (50 mL), washed wit...